The task is: describe an organic reaction: reactants, conditions, products, and yield. This data is from the Open Reaction Database (ORD), a public repository of structured organic reaction records. Run at time 4 hour. The reactants are COC1=CC=C(C=C1)C1=CC=C(C=C1)S (4′-methoxy-biphenyl-4-thiol), BrCC(=O)OCC (ethyl 2-bromo-acetate), [OH-].[K+] (potassium hydroxide), Cl (hydrochloric acid), ice water, [OH-].[K+] (potassium hydroxide). The solvent is C(C)O (ethanol), C(C)O (ethanol), O (water). Reaction SMILES: [CH3:1][O:2][C:3]1[CH:8]=[CH:7][C:6]([C:9]2[CH:14]=[CH:13][C:12]([SH:15])=[CH:11][CH:10]=2)=[CH:5][CH:4]=1.Br[CH2:17][C:18]([O:20]CC)=[O:19].[OH-].[K+].Cl>C(O)C.O>[CH3:1][O:2][C:3]1[CH:4]=[CH:5][C:6]([C:9]2[CH:14]=[CH:13][C:12]([S:15][CH2:17][C:18]([OH:20])=[O:19])=[CH:11][CH:10]=2)=[CH:7][CH:8]=1 |f:2.3|. Yields the product COC1=CC=C(C=C1)C1=CC=C(C=C1)SCC(=O)O (2-(4′-methoxy-biphenyl-4-ylsulfanyl)-acetic acid). Isolated yield 77.2%. Procedure details: To a solution of 4.30 g of 4′-methoxy-biphenyl-4-thiol and 3.34 g of ethyl 2-bromo-acetate in 10 ml of ethanol was added over 5 min a solution of 1.12 g of potassium hydroxide in 20 ml of ethanol. The reaction mixture was stirred at 20° for 4 h and then, 1.68 g of potassium hydroxide and 3 ml of water were added and stirring was continued for 15 h at 20°. The mixture was poured onto 150 ml of ice/water and the pH of the mixture set to 2 by the addition of 3N hydrochloric acid. The precipitate wa... Reactants: O=C(C=1C=CC=CC1C=2C=CC=CC2)N(CCCCCC)CCCCCC. The reagents and catalysts are O1B(OC(C)(C)C1(C)C)B2OC(C)(C)C(O2)(C)C, O=C(NC=1C=CC=CC1C=2C=NC(=CC2)C3=NC=CC=C3)NC4CCCCC4, C[OH2+].C[OH2+].C1CC=CCCC=C1.C1CC=CCCC=C1.[Ir].[Ir]. Run in C=1C=C(C=CC1C)C. Conditions: temperature 25 celsius, time 16 hour. The product is O=C(C=1C=C(C=CC1C=2C=CC=CC2)B3OC(C)(C)C(O3)(C)C)N(CCCCCC)CCCCCC. The yield is 25.0%. The reactants are COc1cc2c(cc1Br)C(OS(=O)(=O)C(F)(F)F)=CC(C)(C)O2, O=C([O-])[O-], Cc1ccccc1, [Cl-], [K+], [K+], [Li+], OB(O)c1ccccc1, c1ccc(P(c2ccccc2)(c2ccccc2)[Pd](P(c2ccccc2)(c2ccccc2)c2ccccc2)(P(c2ccccc2)(c2ccccc2)c2ccccc2)P(c2ccccc2)(c2ccccc2)c2ccccc2)cc1. Yields the product COc1cc2c(cc1Br)C(c1ccccc1)=CC(C)(C)O2. RXN SMILES: [Br:1][c:2]1[cH:3][c:4]2[c:9]([cH:10][c:11]1[O:12][CH3:13])[O:8][C:7]([CH3:14])([CH3:15])[CH:6]=[C:5]2[O:16][S:17]([C:18]([F:19])([F:20])[F:21])(=[O:22])=[O:23].[C:33](=[O:34])([O-:35])[O-:36].[CH3:41][c:42]1[cH:43][cH:44][cH:45][cH:46][cH:47]1.[Cl-:40].[K+:37].[K+:38].[Li+:39].[OH:24][B:25]([OH:26])[c:27]1[cH:28][cH:29][cH:30][cH:31][cH:32]1.[cH:48]1[cH:49][cH:50][c:51]([P:52]([Pd:53]([P:54]([c:55]2[cH:56][cH:57][cH:58][cH:59][cH:60]2)([c:61]2[cH:62][cH:63][cH:64][cH:65][cH:66]2)[c:67]2[cH:68][cH:69][cH:70][cH:71][cH:72]2)([P:73]([c:74]2[cH:75][cH:76][cH:77][cH:78][cH:79]2)([c:80]2[cH:81][cH:82][cH:83][cH:84][cH:85]2)[c:86]2[cH:87][cH:88][cH:89][cH:90][cH:91]2)[P:92]([c:93]2[cH:94][cH:95][cH:96][cH:97][cH:98]2)([c:99]2[cH:100][cH:101][cH:102][cH:103][cH:104]2)[c:105]2[cH:106][cH:107][cH:108][cH:109][cH:110]2)([c:111]2[cH:112][cH:113][cH:114][cH:115][cH:116]2)[c:117]2[cH:118][cH:119][cH:120][cH:121][cH:122]2)[cH:123][cH:124]1>>[Br:1][c:2]1[cH:3][c:4]2[c:9]([cH:10][c:11]1[O:12][CH3:13])[O:8][C:7]([CH3:14])([CH3:15])[CH:6]=[C:5]2[c:27]1[cH:28][cH:29][cH:30][cH:31][cH:32]1. Starting materials: C(C)(=O)SCC(C(=O)N[C@@H](CCCNC(N)=N)C(=O)O)C (Nα -(3-Acetylthio-2-methylpropanoyl)-L-arginine). The solvent is O (water), N (ammonia). Yields the product SCC(C(=O)N[C@@H](CCCNC(N)=N)C(=O)O)C (Nα -(3-Mercapto-2-methylpropanoyl)-L-arginine). Reaction SMILES: C([S:4][CH2:5][CH:6]([CH3:21])[C:7]([NH:9][C@H:10]([C:18]([OH:20])=[O:19])[CH2:11][CH2:12][CH2:13][NH:14][C:15](=[NH:17])[NH2:16])=[O:8])(=O)C>O.N>[SH:4][CH2:5][CH:6]([CH3:21])[C:7]([NH:9][C@H:10]([C:18]([OH:20])=[O:19])[CH2:11][CH2:12][CH2:13][NH:14][C:15](=[NH:16])[NH2:17])=[O:8]. Procedure details: Nα -(3-Acetylthio-2-methylpropanoyl)-L-arginine (1 g.) is dissolved in a mixture of water (5 ml.) and concentrated ammonia (5 ml.). After one hour at room temperature the solution is concentrated to 3 ml. in vacuo (no heat) and ion exchange resin AG-50 W is added until the pH of approximately 4. The suspension is applied to a column of the same resin and the Nα -(3-mercapto-2-methylpropanoyl)-L-arginine is eluted with pyridine-acetate buffer pH 6.5. The solvent is removed in vacuo and the residu... Starting materials: ethyl oxalyl chloride, O1COC2=C1C=CC=C2 (1,3-benzodioxole), CCCCCC (hexane), C(C)(=O)OCC (ethyl acetate), O (water), [Cl-].[Cl-].[Cl-].[Al+3] (aluminium trichloride). Solvent: ClCCl (dichloromethane), ClCCl (dichloromethane). The product is C(C)OC(C(=O)C1=CC2=C(OCO2)C=C1)=O (Benzo(1,3)dioxol-5-yl-oxo-acetic acid ethyl ester). Reaction SMILES: [O:1]1[C:5]2[CH:6]=[CH:7][CH:8]=[CH:9][C:4]=2[O:3][CH2:2]1.[Cl-].[Cl-].[Cl-].[Al+3].[OH2:14].CCCCCC.[C:21]([O:24][CH2:25][CH3:26])(=[O:23])[CH3:22]>ClCCl>[CH2:25]([O:24][C:21](=[O:23])[C:22]([C:8]1[CH:7]=[CH:6][C:5]2[O:1][CH2:2][O:3][C:4]=2[CH:9]=1)=[O:14])[CH3:26] |f:1.2.3.4|. Procedure details: A mixture of ethyl oxalyl chloride (50 ml, 0.45 mmol) and 1,3-benzodioxole (50 g, 0.41 mmol) in dichloromethane (40 ml) was added dropwise to a stirred slurry of aluminium trichloride (71 g, 0.53 mmol) in dichloromethane (500 ml) at 0° C. under a nitrogen atmosphere. After 2 hours the mixture was poured into iced water and the organic layer was washed with further volumes of water (3×500 ml), saturated sodium bicarbonate solution (500 ml) and brine (500 ml). The organic layer was dried (magnesiu...